Dataset: the Open Reaction Database (ORD), a public repository of structured organic reaction records. Task: describe an organic reaction: reactants, conditions, products, and yield Reactants: Cl (hydrogen chloride), O1CCOCC1 (dioxane), C(C)(C)(C)OC(=O)N1CCC2=C(CC1)C(=C(C=C2)Cl)NCC2=CC=C(C=C2)SCC(C(C)(C)C)=O (3-(tert-butoxycarbonyl)-7-chloro-6-[4-(3,3-dimethyl-2-oxobutylthio)-benzylamino]-2,3,4,5-tetrahydro-1H-benzo[d]azepine). The solvent is C(Cl)Cl (DCM). Conditions: time 1 hour. The product is ClC1=C(C2=C(CCNCC2)C=C1)NCC1=CC=C(C=C1)SCC(C(C)(C)C)=O (7-Chloro-6-[4-(3,3-dimethyl-2-oxobutylthio)-benzylamino]-2,3,4,5-tetrahydro-1H-benzo[d]azepine). Yield: 103.9%. Reaction SMILES: C(OC([N:8]1[CH2:14][CH2:13][C:12]2[C:15]([NH:20][CH2:21][C:22]3[CH:27]=[CH:26][C:25]([S:28][CH2:29][C:30](=[O:35])[C:31]([CH3:34])([CH3:33])[CH3:32])=[CH:24][CH:23]=3)=[C:16]([Cl:19])[CH:17]=[CH:18][C:11]=2[CH2:10][CH2:9]1)=O)(C)(C)C.Cl.O1CCOCC1>C(Cl)Cl>[Cl:19][C:16]1[CH:17]=[CH:18][C:11]2[CH2:10][CH2:9][NH:8][CH2:14][CH2:13][C:12]=2[C:15]=1[NH:20][CH2:21][C:22]1[CH:27]=[CH:26][C:25]([S:28][CH2:29][C:30](=[O:35])[C:31]([CH3:33])([CH3:32])[CH3:34])=[CH:24][CH:23]=1. Reported procedure: Dissolve 3-(tert-butoxycarbonyl)-7-chloro-6-[4-(3,3-dimethyl-2-oxobutylthio)-benzylamino]-2,3,4,5-tetrahydro-1H-benzo[d]azepine (35 mg, 0.06 mmol) in DCM (0.2 mL). Add 4M hydrogen chloride in dioxane (0.3 mL, 1.3 mmol) and stir at room temperature for 1 h. Concentrate in vacuo and purify by SCX chromatography to obtain the desired intermediate (26 mg, 93%). Reactants: CNC (dimethylamine), NC1=NC(=C(C(=N1)Cl)OC(F)F)F (2-amino-4-chlorodifluoromethoxy-6-fluoropyrimidine), O1CCCC1 (tetrahydrofuran). Run at temperature 0 celsius, time 2 hour. Product: ClC1=NC(=NC(=C1OC(F)F)N(C)C)NC (4-Chlorodifluoromethoxy-6-dimethylamino-2-methylaminopyrimidine). As a reaction SMILES: [CH3:1][NH:2][CH3:3].[NH2:4][C:5]1[N:10]=[C:9]([Cl:11])[C:8]([O:12][CH:13]([F:15])[F:14])=[C:7](F)[N:6]=1.O1CCC[CH2:18]1>>[Cl:11][C:9]1[C:8]([O:12][CH:13]([F:15])[F:14])=[C:7]([N:2]([CH3:3])[CH3:1])[N:6]=[C:5]([NH:4][CH3:18])[N:10]=1. Procedure details: 1.9 g (0.0417 mol) of gaseous dimethylamine were passed into a mixture of 8.9 g (0.0417 mol) of 2-amino-4-chlorodifluoromethoxy-6-fluoropyrimidine in 100 ml of tetrahydrofuran in the course of 10 minutes while stirring at 0° C. Stirring was continued for 1 hour at 0° C. and for 2 hours at 25° C. Conventional working up gave 9.7 g (97.5% of theory) of the title compound of melting point 127°-130° C. Yields the product C(C)OC(CC(C[N+](=O)[O-])C1OC(OC1)(C)C)=O (3-(2,2-dimethyl-[1,3]dioxolan-4-yl)-4-nitro-butyric acid ethyl ester). Starting materials: C(C)OC(C=CC1OC(OC1)(C)C)=O (3-(2,2-dimethyl-[1,3]dioxolan-4-yl)-acrylic acid ethyl ester), [N+](=O)([O-])C (nitromethane). As a reaction SMILES: [CH2:1]([O:3][C:4](=[O:14])[CH:5]=[CH:6][CH:7]1[CH2:11][O:10][C:9]([CH3:13])([CH3:12])[O:8]1)[CH3:2].[N+:15]([CH3:18])([O-:17])=[O:16]>>[CH2:1]([O:3][C:4](=[O:14])[CH2:5][CH:6]([CH:7]1[CH2:11][O:10][C:9]([CH3:13])([CH3:12])[O:8]1)[CH2:18][N+:15]([O-:17])=[O:16])[CH3:2]. Procedure details: WO03/022853 in Example I provides a Wittig route which employs triethyl phosphono acetate (TEPA) to obtain 3-(2,2-dimethyl-[1,3]dioxolan-4-yl)-acrylic acid ethyl ester. The subsequent Michael addition to 3-(2,2-dimethyl-[1,3]dioxolan-4-yl)-acrylic acid ethyl ester, presents limitations in that it produces a nitromethane adduct, i.e. 3-(2,2-dimethyl-[1,3]dioxolan-4-yl)-4-nitro-butyric acid ethyl ester, with a syn:anti ratio of approximately 8:2. Subsequent reduction followed by Nef/cyclization re... The reactants are CC=1C=CC(=CC1)N(CC2=NCCN2)C=3C=CC=C(C3)O (phentolamine), C=1C=CC(=CC1)CC2=NCCN2 (tolazoline), CC(COC=1C=CC=CC1)N(CCCl)CC=2C=CC=CC2 (phenoxybenzamine), COC=1C=C2C(=CC1OC)N=C(N=C2N)N3CCN(CC3)C(=O)C4=CC=CO4 (prazosin). Product: C1=CC=C(C=C1)CN(CCCl)CC2=CC=CC=C2 (dibenamine). RXN SMILES: [CH3:1][C:2]1[CH:3]=[CH:4][C:5](N(C2C=CC=C(O)C=2)CC2NCCN=2)=[CH:6][CH:7]=1.CC([N:32]([CH2:36][C:37]1[CH:38]=[CH:39][CH:40]=[CH:41][CH:42]=1)[CH2:33][CH2:34][Cl:35])COC1C=CC=CC=1.COC1C=C2C(N)=NC(N3CCN(C(C4OC=CC=4)=O)CC3)=NC2=CC=1OC.C1C=CC(CC2NCCN=2)=CC=1>>[CH:40]1[CH:39]=[CH:38][C:37]([CH2:36][N:32]([CH2:1][C:2]2[CH:7]=[CH:6][CH:5]=[CH:4][CH:3]=2)[CH2:33][CH2:34][Cl:35])=[CH:42][CH:41]=1. Procedure: phentolamine; phenoxybenzamine; prazosin; tolazoline; Reactants: Cl (hydrochloric acid), solution, [OH-].[Na+] (sodium hydroxide), N1=C(N=CC=C1)NC1=CC=C(C=C1)/C=C/CC(=O)OC (methyl (E)-4-{4-((pyrimidin-2yl)amino)phenyl}-3-butenoate). Solvent: O1CCOCC1 (dioxane). Conditions: time 2 hour. Product: N1=C(N=CC=C1)NC1=CC=C(C=C1)/C=C/CC(=O)O ((E)-4-{4-((Pyrimidin-2-yl)amino)phenyl}-3-butenoic acid). Yield: 70.3%. Reaction SMILES: [N:1]1[CH:6]=[CH:5][CH:4]=[N:3][C:2]=1[NH:7][C:8]1[CH:13]=[CH:12][C:11](/[CH:14]=[CH:15]/[CH2:16][C:17]([O:19]C)=[O:18])=[CH:10][CH:9]=1.[OH-].[Na+].Cl>O1CCOCC1>[N:1]1[CH:6]=[CH:5][CH:4]=[N:3][C:2]=1[NH:7][C:8]1[CH:9]=[CH:10][C:11](/[CH:14]=[CH:15]/[CH2:16][C:17]([OH:19])=[O:18])=[CH:12][CH:13]=1 |f:1.2|. Procedure details: 300 mg of methyl (E)-4-{4-((pyrimidin-2yl)amino)phenyl}-3-butenoate was dissolved in 5 ml of dioxane, followed by the addition of 3 ml of a 1N solution of sodium hydroxide. The obtained mixture was stirred at a room temperature for 2 hours, followed by the addition of 3 ml of 1N hydrochloric acid. The crystal thus formed was recovered by filtration and dried under a reduced pressure to obtain 200 mg of the title compound as a white crystal (yield: 70%). The reactants are ClC=1C=C(C=CC1F)C(CCO[Si](C1=CC=CC=C1)(C1=CC=CC=C1)C(C)(C)C)=C ({[3-(3-chloro-4-fluorophenyl)-3-buten-1-yl]oxy}(1,1-dimethylethyl)diphenylsilane), N(=N)C(C(=O)OC)C(=O)OC (dimethyl diazenylpropanedioate). Product: COC(=O)C1(C(C1)(CCO[Si](C1=CC=CC=C1)(C1=CC=CC=C1)C(C)(C)C)C1=CC(=C(C=C1)F)Cl)C(=O)OC (dimethyl-2-(3-chloro-4-fluorophenyl)-2-(2-{[(1,1-dimethylethyl)(diphenyl)silyl]oxy}ethyl)-1,1-cyclopropanedicarboxylate). As a reaction SMILES: [Cl:1][C:2]1[CH:3]=[C:4]([C:9](=[CH2:30])[CH2:10][CH2:11][O:12][Si:13]([C:26]([CH3:29])([CH3:28])[CH3:27])([C:20]2[CH:25]=[CH:24][CH:23]=[CH:22][CH:21]=2)[C:14]2[CH:19]=[CH:18][CH:17]=[CH:16][CH:15]=2)[CH:5]=[CH:6][C:7]=1[F:8].N([CH:33]([C:38]([O:40][CH3:41])=[O:39])[C:34]([O:36][CH3:37])=[O:35])=N>>[CH3:37][O:36][C:34]([C:33]1([C:38]([O:40][CH3:41])=[O:39])[CH2:30][C:9]1([C:4]1[CH:5]=[CH:6][C:7]([F:8])=[C:2]([Cl:1])[CH:3]=1)[CH2:10][CH2:11][O:12][Si:13]([C:26]([CH3:29])([CH3:28])[CH3:27])([C:20]1[CH:25]=[CH:24][CH:23]=[CH:22][CH:21]=1)[C:14]1[CH:15]=[CH:16][CH:17]=[CH:18][CH:19]=1)=[O:35]. Procedure details: The title compound was prepared in 2.61 g yield starting from {[3-(3-chloro-4-fluorophenyl)-3-buten-1-yl]oxy}(1,1-dimethylethyl)diphenylsilane (P45, 3.624 g) and from dimethyl diazenylpropanedioate (1.98 g) according to a similar procedure described for Preparation 14. The reactants are C(=O)(C(F)(F)F)O (TFA), C[Si](CCOCN1C=CC2=C1N=CN=C2C=2C=NN(C2)C2CCC(CC2)=CC#N)(C)C (4-[4-(7-[2-(trimethylsilyl)ethoxy]methyl-7H-pyrrolo[2,3-d]pyrimidin-4-yl)-1H-pyrazol-1-yl]cyclohexylideneacetonitrile), [OH-].[NH4+] (ammonium hydroxide). The solvent is CC#N.O (CH3CN—H2O). Run at time 16 hour. The product is N1=CN=C(C2=C1NC=C2)C=2C=NN(C2)C2CCC(CC2)=CC#N (4-[4-(7H-Pyrrolo[2,3-d]pyrimidin-4-yl)-1H-pyrazol-1-yl]cyclohexylideneacetonitrile). Reaction SMILES: C(O)(C(F)(F)F)=O.C[Si](C)(C)CCOC[N:14]1[C:18]2[N:19]=[CH:20][N:21]=[C:22]([C:23]3[CH:24]=[N:25][N:26]([CH:28]4[CH2:33][CH2:32][C:31](=[CH:34][C:35]#[N:36])[CH2:30][CH2:29]4)[CH:27]=3)[C:17]=2[CH:16]=[CH:15]1.[OH-].[NH4+]>CC#N.O>[N:19]1[C:18]2[NH:14][CH:15]=[CH:16][C:17]=2[C:22]([C:23]2[CH:24]=[N:25][N:26]([CH:28]3[CH2:29][CH2:30][C:31](=[CH:34][C:35]#[N:36])[CH2:32][CH2:33]3)[CH:27]=2)=[N:21][CH:20]=1 |f:2.3,4.5|. Procedure: A solution of TFA (0.5 mL, 0.006 mol) and 4-[4-(7-[2-(trimethylsilyl)ethoxy]methyl-7H-pyrrolo[2,3-d]pyrimidin-4-yl)-1H-pyrazol-1-yl]cyclohexylideneacetonitrile (22.7 mg, 0.0000522 mol), was stirred for 1.5 h. The solution was then concentrated using a rotary evaporator to remove TFA. LCMS analysis showed conversion to the hydroxymethyl intermediate, M+H 335. Methanol was added; and the methanol mixture was concentrated again using a rotary evaporator. The resulting residue was dissolved in metha... Reactants: NC1=C(OCCCC(=O)OCC)C=CC=C1 (Ethyl 4-(2-aminophenoxy)butyrate), C(C)(C)SCCCCCCCCCCCC(=O)O (12-(Isopropylthio)dodecanoic acid), C1(CCCCC1)N=C=NC1CCCCC1 (N,N'-dicyclohexylcarbodiimide). The reagents and catalysts are CN(C1=CC=NC=C1)C (4-dimethylamino-pyridine). Run in C(Cl)Cl (methylene chloride), C(Cl)Cl (methylene chloride), C(Cl)Cl (methylene chloride). Conditions: time 2 day. Yields the product C(C)(C)SCCCCCCCCCCCC(=O)NC1=C(OCCCC(=O)OCC)C=CC=C1 (Ethyl 4-(2-(12-(Isopropylthio)dodecanoylamino)-phenoxy)-butyrate). Yield: 45.9%. Reaction SMILES: [NH2:1][C:2]1[CH:16]=[CH:15][CH:14]=[CH:13][C:3]=1[O:4][CH2:5][CH2:6][CH2:7][C:8]([O:10][CH2:11][CH3:12])=[O:9].[CH:17]([S:20][CH2:21][CH2:22][CH2:23][CH2:24][CH2:25][CH2:26][CH2:27][CH2:28][CH2:29][CH2:30][CH2:31][C:32](O)=[O:33])([CH3:19])[CH3:18].C1(N=C=NC2CCCCC2)CCCCC1>C(Cl)Cl.CN(C)C1C=CN=CC=1>[CH:17]([S:20][CH2:21][CH2:22][CH2:23][CH2:24][CH2:25][CH2:26][CH2:27][CH2:28][CH2:29][CH2:30][CH2:31][C:32]([NH:1][C:2]1[CH:16]=[CH:15][CH:14]=[CH:13][C:3]=1[O:4][CH2:5][CH2:6][CH2:7][C:8]([O:10][CH2:11][CH3:12])=[O:9])=[O:33])([CH3:19])[CH3:18]. Reported procedure: To a solution of (4) (0.25 g, 1.14 mM) and (6) (0.274 g, 1.0 mM) in dry methylene chloride (10 mL) at room temperature was added 4-dimethylamino-pyridine (0.122 g, 1.0 mM) followed within one minute by a solution of N,N'-dicyclohexylcarbodiimide (0.22 g, 1.06 mM) in methylene chloride (1 mL), 3×1 mL rinses with methylene chloride. After 2 days, the filtered mixture was concentrated in vacuo and the residue flash chromatographed on silica gel using 15-20% ethyl acetate in hexane as eluant to give... The yield is 73.5%. Reaction SMILES: [CH2:1]([O:8][C@H:9]1[C@H:14]([O:15][CH2:16][C:17]2[CH:22]=[CH:21][CH:20]=[CH:19][CH:18]=2)[C@@H:13]([CH2:23][O:24][CH2:25][C:26]2[CH:31]=[CH:30][CH:29]=[CH:28][CH:27]=2)[O:12][C@H:11]([CH2:32][P:33](=[O:40])([O:37][CH2:38][CH3:39])[O:34][CH2:35][CH3:36])[C:10]1=O)[C:2]1[CH:7]=[CH:6][CH:5]=[CH:4][CH:3]=1.C(O[Na])(C)=O.[OH2:47].O.O.[NH2:50]O.Cl.C(O)(=O)C>C1COCC1.CO>[CH2:1]([O:8][C@H:9]1[C@H:14]([O:15][CH2:16][C:17]2[CH:22]=[CH:21][CH:20]=[CH:19][CH:18]=2)[C@@H:13]([CH2:23][O:24][CH2:25][C:26]2[CH:31]=[CH:30][CH:29]=[CH:28][CH:27]=2)[O:12][C@H:11]([CH2:32][P:33](=[O:40])([O:37][CH2:38][CH3:39])[O:34][CH2:35][CH3:36])[C:10]1=[N:50][OH:47])[C:2]1[CH:7]=[CH:6][CH:5]=[CH:4][CH:3]=1 |f:1.2.3.4,5.6,8.9|. Product: C(C1=CC=CC=C1)O[C@@H]1C([C@H](O[C@@H]([C@H]1OCC1=CC=CC=C1)COCC1=CC=CC=C1)CP(OCC)(OCC)=O)=NO (diethyl (((2S,4R,5S,6R)-4,5-bis(benzyloxy)-6-((benzyloxy)methyl)-3-(hydroxyimino)tetrahydro-2H-pyran-2-yl)methyl)phosphonate). Run at time 1 hour. Procedure: A solution of diethyl (((2 S,4S,5R,6R)-4,5-bis(benzyloxy)-6-((benzyloxy)methyl)-3-oxotetrahydro-2H-pyran-2-yl)methyl)phosphonate (1.3 g, 2.23 mmol, 1.0 equiv) in THF/MeOH (42 mL, 1:1) was treated with a buffer solution (17.68 mL) prepared with 15 g of AcONa.3H2O and 7.5 g of NH2OH.HCl. The pH was then adjusted to 4.5 by dropwise addition of acetic acid. After 1 hour, the mixture was extracted with DCM (3×30 mL), and the organic layer was washed sequentially with water (50 mL), saturated aqueous ... Solvent: C1CCOC1.CO (THF MeOH). Starting materials: C(C)(=O)O (acetic acid), C(C1=CC=CC=C1)O[C@@H]1C([C@H](O[C@@H]([C@H]1OCC1=CC=CC=C1)COCC1=CC=CC=C1)CP(OCC)(OCC)=O)=O (diethyl (((2 S,4S,5R,6R)-4,5-bis(benzyloxy)-6-((benzyloxy)methyl)-3-oxotetrahydro-2H-pyran-2-yl)methyl)phosphonate), solution, C(=O)(C)O[Na].O.O.O (AcONa.3H2O), NO.Cl (NH2OH.HCl).